This data is from the Open Reaction Database (ORD), a public repository of structured organic reaction records. The task is: describe an organic reaction: reactants, conditions, products, and yield Reactants: C(C)OC(=O)C1=NC(=CC(=C1)C=1C=NC=C(C1)F)C (5-Fluoro-6′-methyl-[3,4′]bipyridinyl-2′-carboxylic acid ethyl ester), FC1=CN=C(S1)N (5-Fluoro-thiazol-2-ylamine). The product is FC1=CN=C(S1)NC(=O)C1=NC(=CC(=C1)C=1C=NC=C(C1)F)C (5-Fluoro-6′-methyl-[3,4′]bipyridinyl-2′-carboxylic acid (5-fluoro-thiazol-2-yl)-amide). RXN SMILES: C(O[C:4]([C:6]1[CH:11]=[C:10]([C:12]2[CH:13]=[N:14][CH:15]=[C:16]([F:18])[CH:17]=2)[CH:9]=[C:8]([CH3:19])[N:7]=1)=[O:5])C.[F:20][C:21]1[S:25][C:24]([NH2:26])=[N:23][CH:22]=1>>[F:20][C:21]1[S:25][C:24]([NH:26][C:4]([C:6]2[CH:11]=[C:10]([C:12]3[CH:13]=[N:14][CH:15]=[C:16]([F:18])[CH:17]=3)[CH:9]=[C:8]([CH3:19])[N:7]=2)=[O:5])=[N:23][CH:22]=1. Procedure: The title compound, was prepared from 5-Fluoro-6′-methyl-[3,4′]bipyridinyl-2′-carboxylic acid ethyl ester in accordance with the general method of example 26, step 6 using 5-Fluoro-thiazol-2-ylamine instead of 3-Chloroaniline to yield the final compound as a light yellow crystalline solid, MS (ISP): m/e=333.1 (M+H)+.